Dataset: the Open Reaction Database (ORD), a public repository of structured organic reaction records. Task: describe an organic reaction: reactants, conditions, products, and yield The reactants are C(C(=O)Cl)(=O)Cl (oxalyl chloride), Cl (hydrochloric acid), C(C)(C)C1=C(OCCC(=O)O)C=CC=C1 (3-(2-isopropylphenoxy)propionic acid), [Cl-].[Al+3].[Cl-].[Cl-] (aluminium chloride). The solvent is CN(C)C=O (DMF), ClCCl (dichloromethane). Run at temperature -20 celsius, time 30 minute. The product is C(C)(C)C=1C=CC=C2C(CCOC12)=O (8-isopropylchroman-4-one). RXN SMILES: [CH:1]([C:4]1[CH:15]=[CH:14][CH:13]=[CH:12][C:5]=1[O:6][CH2:7][CH2:8][C:9]([OH:11])=O)([CH3:3])[CH3:2].C(Cl)(=O)C(Cl)=O.[Cl-].[Al+3].[Cl-].[Cl-].Cl>ClCCl.CN(C=O)C>[CH:1]([C:4]1[CH:15]=[CH:14][CH:13]=[C:12]2[C:5]=1[O:6][CH2:7][CH2:8][C:9]2=[O:11])([CH3:2])[CH3:3] |f:2.3.4.5|. Procedure details: 3-(2-Isopropylphenoxy)propionic acid (11) was dissolved in dichloromethane (30 mL), and to the mixture were added oxalyl chloride (2.1 g) and DMF (5 mL) under ice-cooling. The reaction mixture was stirred for 30 minutes and cooled at −20° C. To the reaction mixture was added aluminium chloride (4 g), and the reaction mixture was stirred at −20° C. for 2 h. To the reaction mixture was added 2N hydrochloric acid, and the reaction mixture was extracted with dicloromethane. The organic layer was was... Starting materials: CC(C)(C)OC(=O)N(CC1CCN(C(=O)OCc2ccccc2)CC1)C1CC1, CO. Yields the product CC(C)(C)OC(=O)N(CC1CCNCC1)C1CC1. RXN SMILES: [CH2:1]([O:2][C:3](=[O:4])[N:11]1[CH2:12][CH2:13][CH:14]([CH2:17][N:18]([CH:19]2[CH2:20][CH2:21]2)[C:22](=[O:23])[O:24][C:25]([CH3:26])([CH3:27])[CH3:28])[CH2:15][CH2:16]1)[c:5]1[cH:6][cH:7][cH:8][cH:9][cH:10]1.[CH3:29][OH:30]>>[NH:11]1[CH2:12][CH2:13][CH:14]([CH2:17][N:18]([CH:19]2[CH2:20][CH2:21]2)[C:22](=[O:23])[O:24][C:25]([CH3:26])([CH3:27])[CH3:28])[CH2:15][CH2:16]1. The reactants are NCC(=O)OCc1ccccc1, NCCC(=O)OCc1ccccc1, O=C(Cn1nnnc1S)OCc1ccccc1, N, Cc1ccc(S(=O)(=O)O)cc1, Cc1ccc(S(=O)(=O)O)cc1. Yields the product NC(=O)Cn1nnnc1S. Reaction SMILES: [CH2:12]([O:13][C:14](=[O:15])[CH2:16][NH2:22])[c:17]1[cH:18][cH:19][cH:20][cH:21][cH:23]1.[CH2:35]([O:36][C:37](=[O:38])[CH2:39][CH2:40][NH2:41])[c:42]1[cH:43][cH:44][cH:45][cH:46][cH:47]1.[CH2:48]([c:50]1[cH:51][cH:52][cH:53][cH:54][cH:57]1)[O:55][C:56](=[O:49])[CH2:58][n:59]1[n:60][n:61][n:62][c:63]1[SH:64].[NH3:65].[c:1]1([CH3:2])[cH:3][cH:4][c:5]([S:6]([OH:7])(=[O:8])=[O:9])[cH:10][cH:11]1.[c:24]1([CH3:25])[cH:26][cH:27][c:28]([S:29]([OH:30])(=[O:31])=[O:32])[cH:33][cH:34]1>>[NH2:22][C:56](=[O:55])[CH2:58][n:59]1[n:60][n:61][n:62][c:63]1[SH:64]. The reactants are Cc1c2c(nc3ccc(Br)cc13)CCNCC2, CCOC(=O)Cl. Yields the product CCOC(=O)N1CCc2nc3ccc(Br)cc3c(C)c2CC1, Cl. RXN SMILES: [Br:1][c:2]1[cH:3][c:4]2[c:5]([CH3:17])[c:6]3[c:7]([n:8][c:9]2[cH:10][cH:11]1)[CH2:12][CH2:13][NH:14][CH2:15][CH2:16]3.[Cl:18][C:19](=[O:20])[O:21][CH2:22][CH3:23]>>[Br:1][c:2]1[cH:3][c:4]2[c:5]([CH3:17])[c:6]3[c:7]([n:8][c:9]2[cH:10][cH:11]1)[CH2:12][CH2:13][N:14]([C:19](=[O:20])[O:21][CH2:22][CH3:23])[CH2:15][CH2:16]3.[ClH:18]. Starting materials: CC=1C(=NC=C(C1)C)C=NO (3,5-Dimethyl-pyridine-2-carbaldehyde oxime), [NH4+].[OH-] (NH4OH), C(C)(=O)[O-].[NH4+] (ammonium acetate). Reagents/catalysts: [Zn] (zinc). Run in CCO (EtOH). Run at temperature 55 celsius, time 20 hour. Yields the product CC=1C(=NC=C(C1)C)CN (C-(3,5-dimethyl-pyridin-2-yl)-methylamine). Reaction SMILES: [CH3:1][C:2]1[C:3]([CH:9]=[N:10]O)=[N:4][CH:5]=[C:6]([CH3:8])[CH:7]=1.[NH4+].[OH-].C([O-])(=O)C.[NH4+]>[Zn].CCO>[CH3:1][C:2]1[C:3]([CH2:9][NH2:10])=[N:4][CH:5]=[C:6]([CH3:8])[CH:7]=1 |f:1.2,3.4|. Reported procedure: 3,5-Dimethyl-pyridine-2-carbaldehyde oxime (3.15 g, 21.0 mmol), NH4OH (105 mL), ammonium acetate (3.24 g, 42.0 mmol), zinc dust (8.24 g, 126 mol) and EtOH (35 mL) were combined and warmed to 55° C. The mixture was stirred for 20 h, then cooled to ambient temperature and filtered through a celite pad to remove the zinc. The celite pad was thoroughly washed with methanol. The filtrate was concentrated in vacuo and the resulting aqueous mixture was extracted with CH2Cl2 (8×250 mL). The aqueous laye... Starting materials: C1CCOC1, CC=C(C)C, CC(C)(C)O, [O-][Cl+][O-], CC(C)c1nc(Cl)c(C=O)[nH]1, [Na+], [Na+], O, O, O=P([O-])(O)O. The product is CC(C)c1nc(Cl)c(C(=O)O)[nH]1. As a reaction SMILES: [CH2:29]1[O:30][CH2:31][CH2:32][CH2:33]1.[CH3:23][C:24](=[CH:25][CH3:26])[CH3:27].[CH3:34][C:35]([OH:36])([CH3:37])[CH3:38].[Cl+:1]([O-:2])[O-:3].[Cl:12][c:13]1[n:14][c:15]([CH:20]([CH3:21])[CH3:22])[nH:16][c:17]1[CH:18]=[O:19].[Na+:11].[Na+:4].[OH2:28].[OH2:5].[P:6]([O-:7])([OH:8])([OH:9])=[O:10]>>[OH:5][C:18]([c:17]1[c:13]([Cl:12])[n:14][c:15]([CH:20]([CH3:21])[CH3:22])[nH:16]1)=[O:19]. Reactants: ClC=1C(=C(C=C2C(C(=CN(C12)C1CC1)C(=O)O)=O)F)F (8-chloro-1-cyclopropyl-6,7-difluoro-1,4-dihydro-4-oxo-3-quinolinecarboxylic acid), FCCNCC1CNCC1 (3-(2-fluoroethylaminomethyl)pyrrolidine), C1CCC2=NCCCN2CC1 (1,8-diazabicyclo[5,4,0]-7-undecene). Solvent: C(C)#N (acetonitrile). Conditions: time 8 hour. Product: ClC=1C(=C(C=C2C(C(=CN(C12)C1CC1)C(=O)O)=O)F)N1CC(CC1)CNCCF (8-Chloro-1-cyclopropyl-6-fluoro-7-[3-(2-fluoroethyl)aminomethyl-1-pyrrolidinyl]-1,4-dihydro-4-oxo-3-quinolinecarboxylic acid). Isolated yield 14.1%. RXN SMILES: [Cl:1][C:2]1[C:3](F)=[C:4]([F:19])[CH:5]=[C:6]2[C:11]=1[N:10]([CH:12]1[CH2:14][CH2:13]1)[CH:9]=[C:8]([C:15]([OH:17])=[O:16])[C:7]2=[O:18].[F:21][CH2:22][CH2:23][NH:24][CH2:25][CH:26]1[CH2:30][CH2:29][NH:28][CH2:27]1.C1CCN2C(=NCCC2)CC1>C(#N)C>[Cl:1][C:2]1[C:3]([N:28]2[CH2:29][CH2:30][CH:26]([CH2:25][NH:24][CH2:23][CH2:22][F:21])[CH2:27]2)=[C:4]([F:19])[CH:5]=[C:6]2[C:11]=1[N:10]([CH:12]1[CH2:14][CH2:13]1)[CH:9]=[C:8]([C:15]([OH:17])=[O:16])[C:7]2=[O:18]. Procedure details: A suspension of 8-chloro-1-cyclopropyl-6,7-difluoro-1,4-dihydro-4-oxo-3-quinolinecarboxylic acid (200 mg), 3-(2-fluoroethylaminomethyl)pyrrolidine (165 mg) and 1,8-diazabicyclo[5,4,0]-7-undecene (DBU, 100 mg) in absolute acetonitrile (2 ml) was refluxed for an hour. After cooling, the reaction mixture was concentrated and to the residue was added acetonitrile-ether (1:1, 5 ml). The solution was allowed to stand overnight at 5° C., then the resulting precipitate was collected by filtration and re...